The task is: describe an organic reaction: reactants, conditions, products, and yield. This data is from the Open Reaction Database (ORD), a public repository of structured organic reaction records. Reactants: FC1=CC=C(C=C1)C(N1CCNCC1)C1=CC=C(C=C1)F (1-[bis(4-fluorophenyl)methyl]piperazine), OC=1C=CC2=C(OC(CO2)C(=O)O)C1 (7-hydroxy-2,3-dihydro-1,4-benzodioxin-2-carboxylic acid). The product is OC=1C=CC2=C(OC(CO2)C(=O)N2CCN(CC2)C(C2=CC=C(C=C2)F)C2=CC=C(C=C2)F)C1 (7-HYDROXY-2-{4-[BIS(4-FLUOROPHENYL)METHYL]PIPERAZIN -1-YL CARBONYL}-2,3-DIHYDRO-1,4-BENZODIOXIN). The yield is 65.0%. As a reaction SMILES: [F:1][C:2]1[CH:7]=[CH:6][C:5]([CH:8]([C:15]2[CH:20]=[CH:19][C:18]([F:21])=[CH:17][CH:16]=2)[N:9]2[CH2:14][CH2:13][NH:12][CH2:11][CH2:10]2)=[CH:4][CH:3]=1.[OH:22][C:23]1[CH:24]=[CH:25][C:26]2[O:31][CH2:30][CH:29]([C:32](O)=[O:33])[O:28][C:27]=2[CH:35]=1>>[OH:22][C:23]1[CH:24]=[CH:25][C:26]2[O:31][CH2:30][CH:29]([C:32]([N:12]3[CH2:11][CH2:10][N:9]([CH:8]([C:5]4[CH:4]=[CH:3][C:2]([F:1])=[CH:7][CH:6]=4)[C:15]4[CH:20]=[CH:19][C:18]([F:21])=[CH:17][CH:16]=4)[CH2:14][CH2:13]3)=[O:33])[O:28][C:27]=2[CH:35]=1. Procedure: That compound is obtained in a yield of 65% starting from 1-[bis(4-fluorophenyl)methyl]piperazine and 7-hydroxy-2,3-dihydro-1,4-benzodioxin-2-carboxylic acid. Reactants: C(C)(C)(C)OC(CC(C=O)NS(=O)(=O)C1=C(C=CC=C1)OCCC1=C(C=CC2=CC=CC=C12)OCCN(C)C)=O (3-(2-{2-[2-(2-Dimethylamino-ethoxy)-naphthalen-1-yl]-ethoxy}-benzenesulfonylamino)-4-oxo-butyric acid tert-butyl ester), FC(C(=O)O)(F)F (trifluoroacetic acid). Solvent: C(Cl)Cl (CH2Cl2). Yields the product CN(CCOC1=C(C2=CC=CC=C2C=C1)CCOC1=C(C=CC=C1)S(=O)(=O)NC(CC(=O)O)C=O)C (3-(2-{2-[2-(2-Dimethylamino-ethoxy)-naphthalen-1-yl]-ethoxy}-benzenesulfonylamino)-4-oxo-butyric acid). The yield is 18.2%. Reaction SMILES: C([O:5][C:6](=[O:40])[CH2:7][CH:8]([NH:11][S:12]([C:15]1[CH:20]=[CH:19][CH:18]=[CH:17][C:16]=1[O:21][CH2:22][CH2:23][C:24]1[C:33]2[C:28](=[CH:29][CH:30]=[CH:31][CH:32]=2)[CH:27]=[CH:26][C:25]=1[O:34][CH2:35][CH2:36][N:37]([CH3:39])[CH3:38])(=[O:14])=[O:13])[CH:9]=[O:10])(C)(C)C.FC(F)(F)C(O)=O>C(Cl)Cl>[CH3:39][N:37]([CH3:38])[CH2:36][CH2:35][O:34][C:25]1[CH:26]=[CH:27][C:28]2[C:33](=[CH:32][CH:31]=[CH:30][CH:29]=2)[C:24]=1[CH2:23][CH2:22][O:21][C:16]1[CH:17]=[CH:18][CH:19]=[CH:20][C:15]=1[S:12]([NH:11][CH:8]([CH:9]=[O:10])[CH2:7][C:6]([OH:40])=[O:5])(=[O:14])=[O:13]. Procedure details: 3-(2-{2-[2-(2-Dimethylamino-ethoxy)-naphthalen-1-yl]-ethoxy}-benzenesulfonylamino)-4-oxo-butyric acid tert-butyl ester (190 mg, 0.33 mmol) was stirred with trifluoroacetic acid (0.4 mL) in CH2Cl2 (1.2 mL) at room temperature for 1 h. Analytical HPLC analysis indicated the reaction was complete. The reaction mixture was concentrated. Residual trifluoroacetic acid was azeotroped with toluene. The crude product was purified by preparative HPLC to give 3-(2-{2-[2-(2-Dimethylamino-ethoxy)-naphthalen-... Starting materials: C=C1CCOC=2C1=NC(=CC2)C=2C=NN(C2)C=2C=NC=CC2 (4-methylene-6-[1-(3-pyridyl) pyrazol-4-yl]-2,3-dihydropyrano[3,2-b]pyridine), S(=O)([O-])[O-].[Na+].[Na+] (Sodium sulfite), CS(=O)(=O)N (MeSO2NH2), K2OsO4.2H2O, crude product, I(=O)(=O)(=O)[O-].[Na+] (sodium periodate). Solvent: C1CCOC1 (THF), C(Cl)Cl (DCM), O (H2O), CC(C)(C)O.O (t-BuOH H2O), O1CCOCC1 (dioxane), O (H2O). Conditions: time 5 minute. The product is N1=CC(=CC=C1)N1N=CC(=C1)C1=CC=C2C(=N1)C(CCO2)=O (6-[1-(3-pyridyl)pyrazol-4-yl]-2,3-dihydropyrano[3,2-b]pyridin-4-one). Reaction SMILES: CS(N)(=O)=O.C=[C:7]1[C:12]2=[N:13][C:14]([C:17]3[CH:18]=[N:19][N:20]([C:22]4[CH:23]=[N:24][CH:25]=[CH:26][CH:27]=4)[CH:21]=3)=[CH:15][CH:16]=[C:11]2[O:10][CH2:9][CH2:8]1.S([O-])([O-])=[O:29].[Na+].[Na+].I([O-])(=O)(=O)=O.[Na+]>C1COCC1.O1CCOCC1.O.C(Cl)Cl.CC(O)(C)C.O>[N:24]1[CH:25]=[CH:26][CH:27]=[C:22]([N:20]2[CH:21]=[C:17]([C:14]3[N:13]=[C:12]4[C:7](=[O:29])[CH2:8][CH2:9][O:10][C:11]4=[CH:16][CH:15]=3)[CH:18]=[N:19]2)[CH:23]=1 |f:2.3.4,5.6,11.12|. Procedure: AD-mix-a (13.9 g, 1.44 g/mmol) was added to t-BuOH/H2O (45 ml/45 ml), stirred at rt for 5 min. MeSO2NH2 (936 mg, 9.85 mmol) and K2OsO4.2H2O (21 mg, 0.058 mmol) was added to the reaction mixture. The mixture was then cooled with ice, 4-methylene-6-[1-(3-pyridyl) pyrazol-4-yl]-2,3-dihydropyrano[3,2-b]pyridine (2.8 g, 9.66 mmol) in THF (25 ml) was added slowly to the above solution. Sodium sulfite (22 g, 2.25 g/mmol) was then added. After stirring for 15 min at 0° C., the ice bath was removed and t... The reactants are CN([SiH](C)C)[Si](C)(C)C, O=C(c1ccc(O)cc1)c1ccc(Br)cc1. Product: CC(O)(c1ccc(O)cc1)c1ccc(Br)cc1. As a reaction SMILES: [CH3:17][SiH:18]([CH3:19])[N:20]([CH3:21])[Si:22]([CH3:23])([CH3:24])[CH3:25].[OH:1][c:2]1[cH:3][cH:4][c:5]([C:8](=[O:9])[c:10]2[cH:11][cH:12][c:13]([Br:16])[cH:14][cH:15]2)[cH:6][cH:7]1>>[OH:1][c:2]1[cH:3][cH:4][c:5]([C:8]([OH:9])([c:10]2[cH:11][cH:12][c:13]([Br:16])[cH:14][cH:15]2)[CH3:17])[cH:6][cH:7]1. Reactants: CC1(C)C(=O)N(Br)C(=O)N1Br, COC(=O)Cc1ccc(C(C)(C)C)cc1, ClC(Cl)(Cl)Cl, CC(C)(C#N)N=NC(C)(C)C#N. Product: COC(=O)C(Br)c1ccc(C(C)(C)C)cc1. Reaction SMILES: [Br:16][N:17]1[C:18]([CH3:19])([CH3:20])[C:21](=[O:22])[N:23]([Br:24])[C:25]1=[O:26].[C:1]([CH3:2])([CH3:3])([CH3:4])[c:5]1[cH:6][cH:7][c:8]([CH2:11][C:12](=[O:13])[O:14][CH3:15])[cH:9][cH:10]1.[C:39]([Cl:40])([Cl:41])([Cl:42])[Cl:43].[N:27]#[C:28][C:29]([N:30]=[N:31][C:32]([C:33]#[N:34])([CH3:35])[CH3:36])([CH3:37])[CH3:38]>>[C:1]([CH3:2])([CH3:3])([CH3:4])[c:5]1[cH:6][cH:7][c:8]([CH:11]([C:12](=[O:13])[O:14][CH3:15])[Br:16])[cH:9][cH:10]1. Reactants: COc1cc2c(Oc3ccc(N)c(Cl)c3)ccnc2cc1OCc1ccccc1, ClC(Cl)Cl, O=C=Nc1ccc(F)cc1F. Product: COc1cc2c(Oc3ccc(NC(=O)Nc4ccc(F)cc4F)c(Cl)c3)ccnc2cc1OCc1ccccc1. As a reaction SMILES: [CH2:1]([c:2]1[cH:3][cH:4][cH:5][cH:6][cH:7]1)[O:8][c:9]1[c:10]([O:28][CH3:29])[cH:11][c:12]2[c:13]([O:19][c:20]3[cH:21][c:22]([Cl:27])[c:23]([NH2:24])[cH:25][cH:26]3)[cH:14][cH:15][n:16][c:17]2[cH:18]1.[CH:41]([Cl:42])([Cl:43])[Cl:44].[F:30][c:31]1[c:32]([N:38]=[C:39]=[O:40])[cH:33][cH:34][c:35]([F:37])[cH:36]1>>[CH2:1]([c:2]1[cH:3][cH:4][cH:5][cH:6][cH:7]1)[O:8][c:9]1[c:10]([O:28][CH3:29])[cH:11][c:12]2[c:13]([O:19][c:20]3[cH:21][c:22]([Cl:27])[c:23]([NH:24][C:39]([NH:38][c:32]4[c:31]([F:30])[cH:36][c:35]([F:37])[cH:34][cH:33]4)=[O:40])[cH:25][cH:26]3)[cH:14][cH:15][n:16][c:17]2[cH:18]1. The reactants are ClC1=CC(=NC=C1C(=O)OCC)Cl (ethyl 4,6-dichloronicotinate), C(C)(C)(C)N (tert-butylamine). The product is C(C)(C)(C)NC1=CC(=NC=C1C(=O)OCC)Cl (ethyl 4-(tert-butylamino)-6-chloronicotinate). Yield: 60.0%. Reaction SMILES: Cl[C:2]1[C:7]([C:8]([O:10][CH2:11][CH3:12])=[O:9])=[CH:6][N:5]=[C:4]([Cl:13])[CH:3]=1.[C:14]([NH2:18])([CH3:17])([CH3:16])[CH3:15]>>[C:14]([NH:18][C:2]1[C:7]([C:8]([O:10][CH2:11][CH3:12])=[O:9])=[CH:6][N:5]=[C:4]([Cl:13])[CH:3]=1)([CH3:17])([CH3:16])[CH3:15]. Procedure: A solution of ethyl 4,6-dichloronicotinate (10 g, 45.7 mmol) in tert-butylamine (100 mL) was stirred at 50° C. for 10 h. The solvent was removed under reduced pressure and the residue was suspended in H2O and extracted with EtOAc (3×100 mL). The organics were washed with brine, dried (MgSO4), concentrated in vacuo and purified by silica gel chromatography to provide ethyl 4-(tert-butylamino)-6-chloronicotinate (7 g, 60% yield). 1HNMR (400 MHz, DMSO-d6): δ 8.53 (s, 1 H), 8.39 (s, 1 H), 6.80 (s, 1...